This data is from the Open Reaction Database (ORD), a public repository of structured organic reaction records. The task is: describe an organic reaction: reactants, conditions, products, and yield Reactants: ClC1=NC=CC(=N1)Cl (2,4-Dichloropyrimidine), C(CCC)[Sn](C1=CN=C2N1C=CC(=N2)C(F)(F)F)(CCCC)CCCC (3-tributylstannyl-7-trifluoromethylimidazo[1,2-α]pyrimidine). Yields the product ClC1=NC=CC(=N1)C1=CN=C2N1C=CC(=N2)C(F)(F)F (3-(2-chloropyrimidin-4-yl)-7-trifluoromethylimidazo[1,2-α]pyrimidine). Yield: 39.8%. As a reaction SMILES: [Cl:1][C:2]1[N:7]=[C:6](Cl)[CH:5]=[CH:4][N:3]=1.C([Sn](CCCC)(CCCC)[C:14]1[N:18]2[CH:19]=[CH:20][C:21]([C:23]([F:26])([F:25])[F:24])=[N:22][C:17]2=[N:16][CH:15]=1)CCC>>[Cl:1][C:2]1[N:7]=[C:6]([C:14]2[N:18]3[CH:19]=[CH:20][C:21]([C:23]([F:24])([F:25])[F:26])=[N:22][C:17]3=[N:16][CH:15]=2)[CH:5]=[CH:4][N:3]=1. Procedure: 2,4-Dichloropyrimidine (317 mg, 2.13 mmol) was coupled to 3-tributylstannyl-7-trifluoromethylimidazo[1,2-α]pyrimidine (1.4 mmol) by the method of Example 1 to give 3-(2-chloropyrimidin-4-yl)-7-trifluoromethylimidazo[1,2-α]pyrimidine (167 mg) as a white solid: δH (400 MHz, DMSO) 7.91 (1H, d, J 7), 8.25 (1H, d, J 5), 8.83 (1H, d, J 5), 9.17 (1H, s), 10.22 (1H, d, J 7); m/z (ES+) 300, 302 (M++H). Yields the product CC(=O)Nc1cc(Sc2ccccc2)ccc1[N+](=O)[O-]. Reaction SMILES: [CH3:18][C:19](=[O:20])[O:21][C:22](=[O:23])[CH3:24].[CH3:31][C:32](=[O:33])[O-:34].[NH2:1][c:2]1[c:3]([N+:15](=[O:16])[O-:17])[cH:4][cH:5][c:6]([S:8][c:9]2[cH:10][cH:11][cH:12][cH:13][cH:14]2)[cH:7]1.[Na+:30].[S:25](=[O:26])(=[O:27])([OH:28])[OH:29]>>[NH:1]([c:2]1[c:3]([N+:15](=[O:16])[O-:17])[cH:4][cH:5][c:6]([S:8][c:9]2[cH:10][cH:11][cH:12][cH:13][cH:14]2)[cH:7]1)[C:19]([CH3:18])=[O:20]. Reactants: CC(=O)OC(C)=O, CC(=O)[O-], Nc1cc(Sc2ccccc2)ccc1[N+](=O)[O-], [Na+], O=S(=O)(O)O. RXN SMILES: [NH:1]1[CH2:6][CH2:5][C:4]2([CH2:10][C:9]3[CH:11]=[CH:12][CH:13]=[CH:14][C:8]=3[O:7]2)[CH2:3][CH2:2]1.C(=O)(O)[O-].[Na+].[CH3:20][O:21][C:22]1[CH:27]=[CH:26][C:25]([CH2:28][C:29](Cl)=[O:30])=[CH:24][CH:23]=1>C(Cl)(Cl)Cl>[CH3:20][O:21][C:22]1[CH:27]=[CH:26][C:25]([CH2:28][C:29]([N:1]2[CH2:6][CH2:5][C:4]3([CH2:10][C:9]4[CH:11]=[CH:12][CH:13]=[CH:14][C:8]=4[O:7]3)[CH2:3][CH2:2]2)=[O:30])=[CH:24][CH:23]=1 |f:1.2|. The reactants are N1CCC2(CC1)OC1=C(C2)C=CC=C1 (2,3-dihydrospiro[benzofuran-2,4'-piperidine]), C([O-])(O)=O.[Na+] (sodium bicarbonate), COC1=CC=C(C=C1)CC(=O)Cl (4-methoxyphenylacetyl chloride). Solvent: C(Cl)(Cl)Cl (chloroform), C(Cl)(Cl)Cl (chloroform). Reported procedure: A stirred suspension of 3.5 g of 2,3-dihydrospiro[benzofuran-2,4'-piperidine], Example 7 and 7.5 g of sodium bicarbonate in 40 ml of chloroform are reacted with a solution of 4.4 g of 4-methoxyphenylacetyl chloride in 10 ml of chloroform and thereafter treated according to the procedure of Example 13 to provide a yellow oil. The oil is chromatographed on a silica column with a 3% methyl alcohol in chloroform eluant to provide a white solid which is recrystallized thrice from hexane to provide th... Yields the product COC1=CC=C(C=C1)CC(=O)N1CCC2(CC1)OC1=C(C2)C=CC=C1 (2,3-dihydro-1'-[(4-methoxyphenyl)acetyl]spiro[benzofuran-2,4'-piperidine]). Starting materials: C1COCCO1, COc1ccc(P2(=S)SP(=S)(c3ccc(OC)cc3)S2)cc1, CCOC(C)=O, Cc1ccc(S(=O)(=O)n2ccc3nc(CNC(=O)C4CCCN(C(=O)OC(C)(C)C)C4)cnc32)cc1. Yields the product Cc1ccc(S(=O)(=O)n2ccc3nc(CNC(=S)C4CCCN(C(=O)OC(C)(C)C)C4)cnc32)cc1. Reaction SMILES: [CH2:65]1[O:66][CH2:67][CH2:68][O:69][CH2:70]1.[CH3:37][O:38][c:39]1[cH:40][cH:41][c:42]([P:43]2(=[S:46])[S:44][P:45]([c:47]3[cH:48][cH:49][c:50]([O:51][CH3:52])[cH:53][cH:54]3)(=[S:55])[S:56]2)[cH:57][cH:58]1.[CH3:59][CH2:60][O:61][C:62]([CH3:63])=[O:64].[S:1](=[O:2])(=[O:3])([c:4]1[cH:5][cH:6][c:7]([CH3:8])[cH:9][cH:10]1)[n:11]1[cH:12][cH:13][c:14]2[c:15]1[n:16][cH:17][c:18]([CH2:20][NH:21][C:22](=[O:23])[CH:24]1[CH2:25][N:26]([C:30](=[O:31])[O:32][C:33]([CH3:34])([CH3:35])[CH3:36])[CH2:27][CH2:28][CH2:29]1)[n:19]2>>[S:1](=[O:2])(=[O:3])([c:4]1[cH:5][cH:6][c:7]([CH3:8])[cH:9][cH:10]1)[n:11]1[cH:12][cH:13][c:14]2[c:15]1[n:16][cH:17][c:18]([CH2:20][NH:21][C:22]([CH:24]1[CH2:25][N:26]([C:30](=[O:31])[O:32][C:33]([CH3:34])([CH3:35])[CH3:36])[CH2:27][CH2:28][CH2:29]1)=[S:46])[n:19]2. The reactants are [Br-], CCOC(C)=O, ClC(Cl)Cl, O=C(Cc1ccc(Cl)cc1)c1cccs1. Product: O=C(c1cccs1)C(Br)c1ccc(Cl)cc1. As a reaction SMILES: [Br-:16].[CH3:21][CH2:22][O:23][C:24](=[O:25])[CH3:26].[CH:17]([Cl:18])([Cl:19])[Cl:20].[Cl:1][c:2]1[cH:3][cH:4][c:5]([CH2:8][C:9](=[O:10])[c:11]2[s:12][cH:13][cH:14][cH:15]2)[cH:6][cH:7]1>>[Cl:1][c:2]1[cH:3][cH:4][c:5]([CH:8]([C:9](=[O:10])[c:11]2[s:12][cH:13][cH:14][cH:15]2)[Br:16])[cH:6][cH:7]1. Reactants: BrC=1C=C(CN2N=C(N=C2C)C#N)C=CC1 (1-(3-bromobenzyl)-5-methyl-1H-1,2,4-triazole-3-carbonitrile), CN1CCNCC1 (1-methylpiperazine), C(=O)([O-])[O-].[Cs+].[Cs+] (Cs2CO3), C1(CCCCC1)P(C1=C(C=CC=C1)C1=C(C=C(C=C1C(C)C)C(C)C)C(C)C)C1CCCCC1 (dicyclohexyl(2′,4′,6′-triisopropyl-[1,1′-biphenyl]-2-yl)phosphine). Reagents/catalysts: C=1C=CC(=CC1)/C=C/C(=O)/C=C/C2=CC=CC=C2.C=1C=CC(=CC1)/C=C/C(=O)/C=C/C2=CC=CC=C2.C=1C=CC(=CC1)/C=C/C(=O)/C=C/C2=CC=CC=C2.[Pd].[Pd] (tris(dibenzylideneacetone)dipalladium(0)). The solvent is C1(=CC=CC=C1)C (toluene). Conditions: temperature 100 celsius, time 8 hour. Yields the product CC1=NC(=NN1CC1=CC(=CC=C1)N1CCN(CC1)C)C#N (5-methyl-1-(3-(4-methylpiperazin-1-yl)benzyl)-1H-1,2,4-triazole-3-carbonitrile). Isolated yield 57.0%. Reaction SMILES: Br[C:2]1[CH:3]=[C:4]([CH:14]=[CH:15][CH:16]=1)[CH2:5][N:6]1[C:10]([CH3:11])=[N:9][C:8]([C:12]#[N:13])=[N:7]1.[CH3:17][N:18]1[CH2:23][CH2:22][NH:21][CH2:20][CH2:19]1.C([O-])([O-])=O.[Cs+].[Cs+].C1(P(C2CCCCC2)C2C=CC=CC=2C2C(C(C)C)=CC(C(C)C)=CC=2C(C)C)CCCCC1>C1(C)C=CC=CC=1.C1C=CC(/C=C/C(/C=C/C2C=CC=CC=2)=O)=CC=1.C1C=CC(/C=C/C(/C=C/C2C=CC=CC=2)=O)=CC=1.C1C=CC(/C=C/C(/C=C/C2C=CC=CC=2)=O)=CC=1.[Pd].[Pd]>[CH3:11][C:10]1[N:6]([CH2:5][C:4]2[CH:14]=[CH:15][CH:16]=[C:2]([N:21]3[CH2:22][CH2:23][N:18]([CH3:17])[CH2:19][CH2:20]3)[CH:3]=2)[N:7]=[C:8]([C:12]#[N:13])[N:9]=1 |f:2.3.4,7.8.9.10.11|. Reported procedure: A mixture of 1-(3-bromobenzyl)-5-methyl-1H-1,2,4-triazole-3-carbonitrile (198 mg, 0.71 mmol), 1-methylpiperazine (159 μL, 1.4 mmol), Cs2CO3 (466 mg, 1.4 mmol), dicyclohexyl(2′,4′,6′-triisopropyl-[1,1′-biphenyl]-2-yl)phosphine (34 mg, 0.07 mmol) and tris(dibenzylideneacetone)dipalladium(0) (65.4 mg, 0.07 mmol) in toluene (3.5 mL) was degassed (freeze-pump-thaw, under N2). The reaction mixture was stirred at 100° C. overnight before being quenched with H2O (5 mL), taken up in EtOAc (15 mL), washed...